From a dataset of the Open Reaction Database (ORD), a public repository of structured organic reaction records. describe an organic reaction: reactants, conditions, products, and yield Product: C1(=CC=CC=C1)C1=CCC(CC1)=O (4-phenyl-3-cyclohexen-1-one). RXN SMILES: FC(F)(F)C(O)=O.[C:8]1([C:14]2(O)[CH2:19][CH2:18][C:17](=[O:20])[CH2:16][CH2:15]2)[CH:13]=[CH:12][CH:11]=[CH:10][CH:9]=1.C(=O)(O)[O-].[Na+]>>[C:8]1([C:14]2[CH2:19][CH2:18][C:17](=[O:20])[CH2:16][CH:15]=2)[CH:13]=[CH:12][CH:11]=[CH:10][CH:9]=1 |f:2.3|. The reactants are FC(C(=O)O)(F)F (trifluoroacetic acid), C1(=CC=CC=C1)C1(CCC(CC1)=O)O (4-phenyl-4-hydroxycyclohexanone), C([O-])(O)=O.[Na+] (sodium bicarbonate). Reported procedure: To 34 ml. of well stirred trifluoroacetic acid, 50 g. of 4-phenyl-4-hydroxycyclohexanone (obtained as in Example 75) is added. After about 5 minutes the mixture is poured into an excess of aqueous sodium bicarbonate solution. The precipitated material is extracted with ether and the extract washed with water and brine and evaporated to dryness to give 4-phenyl-3-cyclohexen-1-one. Reactants: [N+](=O)([O-])CCO (2-nitroethanol), C(C)(=O)[O-].[Na+] (sodium acetate), C(C)(=O)OC(C)=O (acetic anhydride), [N+](=O)([O-])CCO (2-nitroethanol). The solvent is C(C)(=O)OCC (ethyl acetate), [Cl-].[Na+].O (brine). Conditions: temperature 2.5 celsius, time 70 minute. Product: [N+](=O)([O-])CCOC(C)=O (2-nitroethylacetate). Isolated yield 366.0%. Reaction SMILES: [C:1]([O-:4])(=[O:3])[CH3:2].[Na+].C(OC(=O)C)(=O)C.[N+:13]([CH2:16][CH2:17]O)([O-:15])=[O:14]>C(OCC)(=O)C.[Cl-].[Na+].O>[N+:13]([CH2:16][CH2:17][O:3][C:1](=[O:4])[CH3:2])([O-:15])=[O:14] |f:0.1,5.6.7|. Procedure details: Ex-2a) A mixture of sodium acetate (6.4 g, 78 mmol) and acetic anhydride (30 mL, 330 mmol) was stirred at 0-5° C. To this slurry was added 2-nitroethanol (30 g, 280 mmol) dropwise over a period of approximately 1 hour. After the 2-nitroethanol addition, the orange reaction mixture was stirred at 0-5° C. for an additional hour and then at ambient temperature for approximately 70 min, the exotherm of the reaction increased the temperature to 30° C. and the mixture was cooled with an ice bath to 20... The reactants are CNc1ccccc1, COc1ccc(C=CS(=O)(=O)Cl)cc1. Yields the product COc1ccc(C=CS(=O)(=O)N(C)c2ccccc2)cc1. As a reaction SMILES: [CH3:15][NH:16][c:17]1[cH:18][cH:19][cH:20][cH:21][cH:22]1.[CH3:1][O:2][c:3]1[cH:4][cH:5][c:6]([CH:7]=[CH:8][S:9](=[O:10])(=[O:11])[Cl:12])[cH:13][cH:14]1>>[CH3:1][O:2][c:3]1[cH:4][cH:5][c:6]([CH:7]=[CH:8][S:9](=[O:10])(=[O:11])[N:16]([CH3:15])[c:17]2[cH:18][cH:19][cH:20][cH:21][cH:22]2)[cH:13][cH:14]1. Starting materials: FC1=C(CN2C(OCC2)=O)C=CC(=C1)[N+](=O)[O-] (3-(2-Fluoro-4-nitrobenzyl)-1,3-oxazolidin-2-one), C(C)(=O)O (acetic acid), [OH-].[Na+] (sodium hydroxide), FeCl3.6H2O. The reagents and catalysts are [Fe] (iron). The solvent is C(C)O (ethanol). Run at time 10 minute. Product: NC1=CC(=C(CN2C(OCC2)=O)C=C1)F (3-(4-Amino-2-fluorobenzyl)-1,3-oxazolidin-2-one). As a reaction SMILES: [F:1][C:2]1[CH:14]=[C:13]([N+:15]([O-])=O)[CH:12]=[CH:11][C:3]=1[CH2:4][N:5]1[CH2:9][CH2:8][O:7][C:6]1=[O:10].C(O)(=O)C.[OH-].[Na+]>C(O)C.[Fe]>[NH2:15][C:13]1[CH:12]=[CH:11][C:3]([CH2:4][N:5]2[CH2:9][CH2:8][O:7][C:6]2=[O:10])=[C:2]([F:1])[CH:14]=1 |f:2.3|. Reported procedure: To a solution of the compound obtained in Step B (10.37 mmoles) in ethanol (25 ml) there are added 122 microliters of acetic acid. The solution is heated at reflux and stirred for 10 minutes. Powdered iron (2.08 g) and 75 mg of FeCl3.6H2O are added. After stirring for 2 hours at reflux, the mixture is brought to ambient temperature and then concentrated to dryness. 50 ml of water are added to the residue obtained, and the pH is made alkaline using sodium hydroxide. The solution is extracted 4 ti...